From a dataset of the Open Reaction Database (ORD), a public repository of structured organic reaction records. describe an organic reaction: reactants, conditions, products, and yield The reactants are BrCc1ccccc1, Cc1nc2c3c(ccn2c1C)C(=O)C(O)C(c1ccccc1)N3, ClCCl, Cl, [Na+], [OH-]. Reaction SMILES: [Br:26][CH2:27][c:28]1[cH:29][cH:30][cH:31][cH:32][cH:33]1.[CH3:1][c:2]1[n:3][c:4]2[n:5]([cH:6][cH:7][c:8]3[c:13]2[NH:12][CH:11]([c:14]2[cH:15][cH:16][cH:17][cH:18][cH:19]2)[CH:10]([OH:20])[C:9]3=[O:21])[c:22]1[CH3:23].[Cl:35][CH2:36][Cl:37].[ClH:34].[Na+:25].[OH-:24]>>[CH3:1][c:2]1[n:3][c:4]2[n:5]([cH:6][cH:7][c:8]3[c:13]2[NH:12][CH:11]([c:14]2[cH:15][cH:16][cH:17][cH:18][cH:19]2)[C:10]([OH:20])([CH2:27][c:28]2[cH:29][cH:30][cH:31][cH:32][cH:33]2)[C:9]3=[O:21])[c:22]1[CH3:23]. Yields the product Cc1nc2c3c(ccn2c1C)C(=O)C(O)(Cc1ccccc1)C(c1ccccc1)N3.